Dataset: the Open Reaction Database (ORD), a public repository of structured organic reaction records. Task: describe an organic reaction: reactants, conditions, products, and yield Reactants: BrC1=C(C=CC=C1)C(F)(F)F (1-bromo-2-(trifluoromethyl)benzene), [Cl-].[NH4+] (ammonium chloride), [Mg] (magnesium), C(C1=CC=CC=C1)N1CCC(CC1)=O (1-benzyl-4-piperidinone). Solvent: C1CCOC1 (THF), C1CCOC1 (THF), C1CCOC1 (THF). Run at time 3 hour. Product: C(C1=CC=CC=C1)N1CCC(CC1)(O)C1=C(C=CC=C1)C(F)(F)F (1-Benzyl-4-[2-(trifluoromethyl)phenyl]-4-piperidinol). RXN SMILES: [Mg].Br[C:3]1[CH:8]=[CH:7][CH:6]=[CH:5][C:4]=1[C:9]([F:12])([F:11])[F:10].[CH2:13]([N:20]1[CH2:25][CH2:24][C:23](=[O:26])[CH2:22][CH2:21]1)[C:14]1[CH:19]=[CH:18][CH:17]=[CH:16][CH:15]=1.[Cl-].[NH4+]>C1COCC1>[CH2:13]([N:20]1[CH2:25][CH2:24][C:23]([C:3]2[CH:8]=[CH:7][CH:6]=[CH:5][C:4]=2[C:9]([F:12])([F:11])[F:10])([OH:26])[CH2:22][CH2:21]1)[C:14]1[CH:15]=[CH:16][CH:17]=[CH:18][CH:19]=1 |f:3.4|. Procedure details: A mixture of 1.52 g of magnesium in 25 ml of THF is admixed dropwise over 20 minutes with a solution of 14.25 g of 1-bromo-2-(trifluoromethyl)benzene in 15 ml of THF and the mixture is heated at reflux for 30 minutes. After it has cooled on an ice bath, it is admixed slowly with a solution of 10 g of 1-benzyl-4-piperidinone in 30 ml of THF and left with stirring at AT for 3 hours. The reaction mixture is poured into saturated aqueous ammonium chloride solution and extracted with AcOEt, the combi... Starting materials: C=CC1CC1(NC(=O)C1CC(Oc2nc(-c3cccc(F)c3)nc3c(C)c(OC)ccc23)CC1C(=O)OC(C)(C)C)C(=O)OCC, ClCCl, O=C(O)C(F)(F)F, O. Yields the product C=CC1CC1(NC(=O)C1CC(Oc2nc(-c3cccc(F)c3)nc3c(C)c(OC)ccc23)CC1C(=O)O)C(=O)OCC. As a reaction SMILES: [C:1]([CH3:2])([CH3:3])([CH3:4])[O:5][C:6](=[O:7])[CH:8]1[CH:9]([C:34]([NH:35][C:36]2([C:41](=[O:42])[O:43][CH2:44][CH3:45])[CH:37]([CH:39]=[CH2:40])[CH2:38]2)=[O:46])[CH2:10][CH:11]([O:13][c:14]2[n:15][c:16](-[c:27]3[cH:28][c:29]([F:33])[cH:30][cH:31][cH:32]3)[n:17][c:18]3[c:19]([CH3:26])[c:20]([O:24][CH3:25])[cH:21][cH:22][c:23]23)[CH2:12]1.[Cl:48][CH2:49][Cl:50].[F:51][C:52]([F:53])([F:54])[C:55]([OH:56])=[O:57].[OH2:47]>>[O:5]=[C:6]([OH:7])[CH:8]1[CH:9]([C:34]([NH:35][C:36]2([C:41](=[O:42])[O:43][CH2:44][CH3:45])[CH:37]([CH:39]=[CH2:40])[CH2:38]2)=[O:46])[CH2:10][CH:11]([O:13][c:14]2[n:15][c:16](-[c:27]3[cH:28][c:29]([F:33])[cH:30][cH:31][cH:32]3)[n:17][c:18]3[c:19]([CH3:26])[c:20]([O:24][CH3:25])[cH:21][cH:22][c:23]23)[CH2:12]1. The reactants are CC(=O)O, CCc1cn(C2CC(N=[N+]=[N-])C(COC(c3ccccc3)(c3ccccc3)c3ccccc3)O2)c(=O)[nH]c1=O. The product is CCc1cn(C2CC(N=[N+]=[N-])C(CO)O2)c(=O)[nH]c1=O. Reaction SMILES: [CH3:40][C:41](=[O:42])[OH:43].[N:1](=[N+:2]=[N-:3])[CH:4]1[CH2:5][CH:6]([n:30]2[c:31](=[O:32])[nH:33][c:34](=[O:35])[c:36]([CH2:38][CH3:39])[cH:37]2)[O:7][CH:8]1[CH2:9][O:10][C:11]([c:12]1[cH:13][cH:14][cH:15][cH:16][cH:17]1)([c:18]1[cH:19][cH:20][cH:21][cH:22][cH:23]1)[c:24]1[cH:25][cH:26][cH:27][cH:28][cH:29]1>>[N:1](=[N+:2]=[N-:3])[CH:4]1[CH2:5][CH:6]([n:30]2[c:31](=[O:32])[nH:33][c:34](=[O:35])[c:36]([CH2:38][CH3:39])[cH:37]2)[O:7][CH:8]1[CH2:9][OH:10]. Starting materials: BrCCCOc1ccc(-c2csc3ccccc23)cc1, O=C([O-])[O-], CC#N, [K+], [K+], NCc1cccs1. The product is c1csc(CNCCCOc2ccc(-c3csc4ccccc34)cc2)c1. RXN SMILES: [Br:1][CH2:2][CH2:3][CH2:4][O:5][c:6]1[cH:7][cH:8][c:9](-[c:12]2[c:13]3[c:14]([s:15][cH:16]2)[cH:17][cH:18][cH:19][cH:20]3)[cH:10][cH:11]1.[C:28](=[O:29])([O-:30])[O-:31].[CH3:34][C:35]#[N:36].[K+:32].[K+:33].[s:21]1[c:22]([CH2:26][NH2:27])[cH:23][cH:24][cH:25]1>>[CH2:2]([CH2:3][CH2:4][O:5][c:6]1[cH:7][cH:8][c:9](-[c:12]2[c:13]3[c:14]([s:15][cH:16]2)[cH:17][cH:18][cH:19][cH:20]3)[cH:10][cH:11]1)[NH:27][CH2:26][c:22]1[s:21][cH:25][cH:24][cH:23]1. Starting materials: CC(C)(C)OC(=O)CON=C(C(=O)O)c1nsc(N)n1, CCOC(C)=O, C1CCOC1, [N-]=[N+]=C(c1ccccc1)c1ccccc1. Yields the product CC(C)(C)OC(=O)CON=C(C(=O)OC(c1ccccc1)c1ccccc1)c1nsc(N)n1. RXN SMILES: [C:1]([CH3:2])([CH3:3])([CH3:4])[O:5][C:6](=[O:7])[CH2:8][O:9][N:10]=[C:11]([C:12](=[O:13])[OH:14])[c:15]1[n:16][s:17][c:18]([NH2:20])[n:19]1.[CH3:41][CH2:42][O:43][C:44](=[O:45])[CH3:46].[O:21]1[CH2:22][CH2:23][CH2:24][CH2:25]1.[c:26]1([C:32](=[N+:33]=[N-:34])[c:35]2[cH:36][cH:37][cH:38][cH:39][cH:40]2)[cH:27][cH:28][cH:29][cH:30][cH:31]1>>[C:1]([CH3:2])([CH3:3])([CH3:4])[O:5][C:6](=[O:7])[CH2:8][O:9][N:10]=[C:11]([C:12](=[O:13])[O:14][CH:32]([c:26]1[cH:27][cH:28][cH:29][cH:30][cH:31]1)[c:35]1[cH:36][cH:37][cH:38][cH:39][cH:40]1)[c:15]1[n:16][s:17][c:18]([NH2:20])[n:19]1.